Dataset: the Open Reaction Database (ORD), a public repository of structured organic reaction records. Task: describe an organic reaction: reactants, conditions, products, and yield Reactants: C(C)N1CCN(CC1)C1=CC=C(C=N1)NC=1N=CC2=C(N1)C(=CS2)C=2C=C(C=CC2)NS(=O)(=O)C (N-(3-(2-(6-(4-Ethylpiperazin-1-yl)pyridin-3-ylamino)thieno[3,2-d]pyrimidin-7-yl)phenyl)methanesulfonamide), Cl (hydrogen chloride). The solvent is O1CCCC1 (tetrahydrofuran), O1CCOCC1 (dioxane). Yields the product Cl.C(C)N1CCN(CC1)C1=CC=C(C=N1)NC=1N=CC2=C(N1)C(=CS2)C=2C=C(C=CC2)NS(=O)(=O)C (N-(3-(2-(6-(4-ethylpiperazin-1-yl)pyridin-3-ylamino)thieno[3,2-d]pyrimidin-7-yl)phenyl)methanesulfonamide hydrochloride). As a reaction SMILES: [CH2:1]([N:3]1[CH2:8][CH2:7][N:6]([C:9]2[N:14]=[CH:13][C:12]([NH:15][C:16]3[N:17]=[CH:18][C:19]4[S:24][CH:23]=[C:22]([C:25]5[CH:26]=[C:27]([NH:31][S:32]([CH3:35])(=[O:34])=[O:33])[CH:28]=[CH:29][CH:30]=5)[C:20]=4[N:21]=3)=[CH:11][CH:10]=2)[CH2:5][CH2:4]1)[CH3:2].[ClH:36]>O1CCCC1.O1CCOCC1>[ClH:36].[CH2:1]([N:3]1[CH2:8][CH2:7][N:6]([C:9]2[N:14]=[CH:13][C:12]([NH:15][C:16]3[N:17]=[CH:18][C:19]4[S:24][CH:23]=[C:22]([C:25]5[CH:26]=[C:27]([NH:31][S:32]([CH3:35])(=[O:34])=[O:33])[CH:28]=[CH:29][CH:30]=5)[C:20]=4[N:21]=3)=[CH:11][CH:10]=2)[CH2:5][CH2:4]1)[CH3:2] |f:4.5|. Reported procedure: N-(3-(2-(6-(4-Ethylpiperazin-1-yl)pyridin-3-ylamino)thieno[3,2-d]pyrimidin-7-yl)phenyl)methanesulfonamide (300 mg, 0.589 mmol) was dissolved in tetrahydrofuran (5 mL) and then 4 M hydrogen chloride (147 μL) dissolved in dioxane was added at room temperature. 30 minutes later, thus prepared precipitate was filtered and dried at room temperature. The target compound N-(3-(2-(6-(4-ethylpiperazin-1-yl)pyridin-3-ylamino)thieno[3,2-d]pyrimidin-7-yl)phenyl)methanesulfonamide hydrochloride (305 mg) was ... Starting materials: N1(CCCCC1)CCN (2-piperidinoethylamine), C(C)(C)N(C(C)C)CC (N,N-diisopropylethylamine), C(C1=CC=CC=C1)[C@H]1N=C2C=3NC(=NC3N=C(N2C1)Cl)C1CCCC1 ((R)-8-benzyl-5-chloro-2-cyclopentyl-7,8-dihydro-1H-imidazo[2,1-i]purine). The solvent is O1CCCC1 (tetrahydrofuran). Reaction conditions: temperature 80 celsius, time 2 hour. Product: C(C1=CC=CC=C1)[C@H]1N=C2C=3NC(=NC3N=C(N2C1)NCCN1CCCCC1)C1CCCC1 ((R)-8-Benzyl-2-cyclopentyl-7,8-dihydro-5-(2-piperidinoethylamino)-1H-imidazo[2,1-i]purine). Yield: 102.9%. Reaction SMILES: [CH2:1]([C@@H:8]1[CH2:19][N:18]2[C:10]([C:11]3[NH:12][C:13]([CH:21]4[CH2:25][CH2:24][CH2:23][CH2:22]4)=[N:14][C:15]=3[N:16]=[C:17]2Cl)=[N:9]1)[C:2]1[CH:7]=[CH:6][CH:5]=[CH:4][CH:3]=1.[N:26]1([CH2:32][CH2:33][NH2:34])[CH2:31][CH2:30][CH2:29][CH2:28][CH2:27]1.C(N(CC)C(C)C)(C)C>O1CCCC1>[CH2:1]([C@@H:8]1[CH2:19][N:18]2[C:10]([C:11]3[NH:12][C:13]([CH:21]4[CH2:25][CH2:24][CH2:23][CH2:22]4)=[N:14][C:15]=3[N:16]=[C:17]2[NH:34][CH2:33][CH2:32][N:26]2[CH2:31][CH2:30][CH2:29][CH2:28][CH2:27]2)=[N:9]1)[C:2]1[CH:7]=[CH:6][CH:5]=[CH:4][CH:3]=1. Reported procedure: Compound 67a (100 mg, 0.240 mmol) obtained in Example 67 was dissolved in tetrahydrofuran (2 mL), and to the solution were added 2-piperidinoethylamine (61 μL, 0.480 mmol, 2.0 equivalents) and N,N-diisopropylethylamine (344 μL, 0.960 mmol, 4.0 equivalents) and the mixture was stirred at 80° C. for 2 hours. The reaction mixture was concentrated, and then the residue was purified by silica gel column chromatography (chloroform:methanol=90:10, chloroform: a 7 mol/L ammonia/methanol solution=90:10).... The reactants are [H-].[Al+3].[Li+].[H-].[H-].[H-] (lithium aluminum hydride), COC=1C=C(C=CC(=O)OCC)C=CC1OC (ethyl 3,4-dimethoxycinnamate), O (Water), [OH-].[Na+] (sodium hydroxide). The solvent is C(C)OCC (diethyl ether), C(C)OCC (diethyl ether). Yields the product COC=1C=C(C=CCO)C=CC1OC (3,4-Dimethoxycinnamyl alcohol). As a reaction SMILES: [H-].[Al+3].[Li+].[H-].[H-].[H-].[CH3:7][O:8][C:9]1[CH:10]=[C:11]([CH:19]=[CH:20][C:21]=1[O:22][CH3:23])[CH:12]=[CH:13][C:14](OCC)=[O:15].O.[OH-].[Na+]>C(OCC)C>[CH3:7][O:8][C:9]1[CH:10]=[C:11]([CH:19]=[CH:20][C:21]=1[O:22][CH3:23])[CH:12]=[CH:13][CH2:14][OH:15] |f:0.1.2.3.4.5,8.9|. Procedure details: A solution of lithium aluminum hydride (0.02 mol) in diethyl ether (20 ml) was added dropwise to a solution of ethyl 3,4-dimethoxycinnamate (9.4 g, 0.04 mol) in diethyl ether (150 ml), and the mixture was heated under reflux for 1 hour. Water (15 ml) and 2.5N sodium hydroxide (5 ml) were added to the cooled solution, and the precipitate was filtered off and washed with ether. The combined filtrates were washed with water, dried, and evaporated to dryness. The crude product was put on a column of... The reactants are C(C)(C)[C@@H]1N(C(OC1)=O)C1=NC(=NC=C1)N[C@@H](C)C1CCNCC1 ((S)-4-isopropyl-3-(2-((S)-1-(piperidin-4-yl)ethylamino)pyrimidin-4-yl)oxazolidin-2-one), FC1=CC=C(C=C1)S(=O)(=O)Cl (4-fluorobenzene-1-sulfonyl chloride), CCN(C(C)C)C(C)C (DIPEA). Solvent: C(Cl)Cl (CH2Cl2), C(Cl)Cl (CH2Cl2). Yields the product FC1=CC=C(C=C1)S(=O)(=O)N1CCC(CC1)[C@H](C)NC1=NC=CC(=N1)N1C(OC[C@@H]1C(C)C)=O ((S)-3-(2-((S)-1-(1-(4-fluorophenylsulfonyl)piperidin-4-yl)ethylamino)pyrimidin-4-yl)-4-isopropyloxazolidin-2-one). Isolated yield 1.3%. As a reaction SMILES: [CH:1]([C@H:4]1[CH2:8][O:7][C:6](=[O:9])[N:5]1[C:10]1[CH:15]=[CH:14][N:13]=[C:12]([NH:16][C@H:17]([CH:19]2[CH2:24][CH2:23][NH:22][CH2:21][CH2:20]2)[CH3:18])[N:11]=1)([CH3:3])[CH3:2].[F:25][C:26]1[CH:31]=[CH:30][C:29]([S:32](Cl)(=[O:34])=[O:33])=[CH:28][CH:27]=1.CCN(C(C)C)C(C)C>C(Cl)Cl>[F:25][C:26]1[CH:31]=[CH:30][C:29]([S:32]([N:22]2[CH2:23][CH2:24][CH:19]([C@@H:17]([NH:16][C:12]3[N:11]=[C:10]([N:5]4[C@@H:4]([CH:1]([CH3:2])[CH3:3])[CH2:8][O:7][C:6]4=[O:9])[CH:15]=[CH:14][N:13]=3)[CH3:18])[CH2:20][CH2:21]2)(=[O:34])=[O:33])=[CH:28][CH:27]=1. Procedure: A solution of (S)-4-isopropyl-3-(2-((S)-1-(piperidin-4-yl)ethylamino)pyrimidin-4-yl)oxazolidin-2-one (225 mg, 0.675 mmol), 4-fluorobenzene-1-sulfonyl chloride (146 mg, 0.750 mmol) and DIPEA (1 ml) in CH2Cl2 was stirred at room temperature for 2 h. The reaction mixture was diluted with CH2Cl2 and washed with water. Aqueous layer was extracted with CH2Cl2. Combined organics were washed with brine, dried over Na2SO4, filtered and concentrated. The residue was purified by column chromatography to gi... Reactants: BrN1C(CCC1=O)=O (N-bromosuccinimide), C([O-])(O)=O.[Na+] (sodium bicarbonate), CC(=O)[C@H]1CC[C@@H]2[C@@]1(CC[C@H]3[C@H]2CC=C4[C@@]3(CC[C@@H](C4)OC(=O)C)C)C (Pregnenolone acetate). Solvent: C(Cl)(Cl)(Cl)Cl (carbon tetrachloride). Conditions: time 4 hour. The product is O[C@@H]1CC2=CC=C3[C@@H]4CC[C@H](C(C)=O)[C@]4(CC[C@@H]3[C@]2(CC1)C)C (3β-hydroxy-5,7-pregnadien-20-one). RXN SMILES: [CH3:1][C:2]([C@@H:4]1[C@@:8]2([CH3:26])[CH2:9][CH2:10][C@@H:11]3[C@@:16]4([CH3:25])[CH2:17][CH2:18][C@H:19]([O:21]C(C)=O)[CH2:20][C:15]4=[CH:14][CH2:13][C@H:12]3[C@@H:7]2[CH2:6][CH2:5]1)=[O:3].BrN1C(=O)CCC1=O.C(=O)(O)[O-].[Na+]>C(Cl)(Cl)(Cl)Cl>[OH:21][C@H:19]1[CH2:18][CH2:17][C@@:16]2([CH3:25])[C:15](=[CH:14][CH:13]=[C:12]3[C@@H:11]2[CH2:10][CH2:9][C@@:8]2([CH3:26])[C@H:7]3[CH2:6][CH2:5][C@@H:4]2[C:2](=[O:3])[CH3:1])[CH2:20]1 |f:2.3|. Reported procedure: Pregnenolone acetate (15.0 g) was dissolved in 100 ml of carbon tetrachloride, and after addition of 8.95 g of N-bromosuccinimide and 8 g of a finely powdered sodium bicarbonate, the mixture was refluxed for 30 minutes. After cooling, the reaction mixture was washed with water and dried, followed by the distilling off of the solvent under vacuum. The yellow solid residue was dissolved in 100 ml of xylene and after addition of 4.5 ml of collidine, the solution was refluxed on an oil bath for 1 ho... The product is O=C(NC1CCC(Oc2ccncc2)CC1)C1CCCN(S(=O)(=O)c2ccccc2)C1. Reaction SMILES: [O:52]=[C:53]([O:54][CH2:55][CH3:56])[N:57]=[N:58][C:59]([O:60][CH2:61][CH3:62])=[O:63].[O:64]1[CH2:65][CH2:66][CH2:67][CH2:68]1.[OH:1][CH:2]1[CH2:3][CH2:4][CH:5]([NH:8][C:9](=[O:10])[CH:11]2[CH2:12][N:13]([S:17](=[O:18])(=[O:19])[c:20]3[cH:21][cH:22][cH:23][cH:24][cH:25]3)[CH2:14][CH2:15][CH2:16]2)[CH2:6][CH2:7]1.[c:33]1([P:34]([c:35]2[cH:36][cH:37][cH:38][cH:39][cH:40]2)[c:41]2[cH:42][cH:43][cH:44][cH:45][cH:46]2)[cH:47][cH:48][cH:49][cH:50][cH:51]1.[n:26]1[cH:27][cH:28][c:29]([OH:32])[cH:30][cH:31]1>>[O:1]([CH:2]1[CH2:3][CH2:4][CH:5]([NH:8][C:9](=[O:10])[CH:11]2[CH2:12][N:13]([S:17](=[O:18])(=[O:19])[c:20]3[cH:21][cH:22][cH:23][cH:24][cH:25]3)[CH2:14][CH2:15][CH2:16]2)[CH2:6][CH2:7]1)[c:29]1[cH:28][cH:27][n:26][cH:31][cH:30]1. Starting materials: CCOC(=O)N=NC(=O)OCC, C1CCOC1, O=C(NC1CCC(O)CC1)C1CCCN(S(=O)(=O)c2ccccc2)C1, c1ccc(P(c2ccccc2)c2ccccc2)cc1, Oc1ccncc1. The reactants are CCCc1ccc(Br)cc1, C1CCOC1, [Cl-], [Mg], [NH4+], O=C1CCC2(CC1)OCCO2. Yields the product CCCc1ccc(C2CCC3(CC2)OCCO3)cc1. As a reaction SMILES: [Br:2][c:3]1[cH:4][cH:5][c:6]([CH2:9][CH2:10][CH3:11])[cH:7][cH:8]1.[CH2:25]1[O:26][CH2:27][CH2:28][CH2:29]1.[Cl-:23].[Mg:1].[NH4+:24].[O:12]1[CH2:13][CH2:14][O:15][C:16]12[CH2:17][CH2:18][C:19](=[O:22])[CH2:20][CH2:21]2>>[c:3]1([CH:19]2[CH2:18][CH2:17][C:16]3([O:12][CH2:13][CH2:14][O:15]3)[CH2:21][CH2:20]2)[cH:4][cH:5][c:6]([CH2:9][CH2:10][CH3:11])[cH:7][cH:8]1. Reactants: CCO, CS(=O)(=O)c1ccc(C#N)nc1, Cl, O. The product is CS(=O)(=O)c1ccc(CN)nc1, Cl. Reaction SMILES: [CH3:13][CH2:14][OH:15].[CH3:1][S:2](=[O:3])(=[O:4])[c:5]1[cH:6][cH:7][c:8]([C:11]#[N:12])[n:9][cH:10]1.[ClH:16].[OH2:17]>>[CH3:1][S:2](=[O:3])(=[O:4])[c:5]1[cH:6][cH:7][c:8]([CH2:11][NH2:12])[n:9][cH:10]1.[ClH:16]. The reactants are FC(C(=O)NCCC1=C(NC2=CC=C(C=C12)O)C(=O)NC)F (3-{2-[(difluoroacetyl)amino]ethyl}-5-hydroxy-N-methyl-1H-indole-2-carboxamide), CN(C=O)C (N,N-dimethyl formamide), C([O-])([O-])=O.[K+].[K+] (potassium carbonate), C(C)I (ethyl iodide). Solvent: O (water). Run at time 2 hour. Product: FC(C(=O)NCCC1=C(NC2=CC=C(C=C12)OCC)C(=O)NC)F (3-{2-[(difluoroacetyl)amino]ethyl}-5-ethoxy-N-methyl-1H-indole-2-carboxamide). Reaction SMILES: [F:1][CH:2]([F:22])[C:3]([NH:5][CH2:6][CH2:7][C:8]1[C:16]2[C:11](=[CH:12][CH:13]=[C:14]([OH:17])[CH:15]=2)[NH:10][C:9]=1[C:18]([NH:20][CH3:21])=[O:19])=[O:4].CN(C)C=O.C(=O)([O-])[O-].[K+].[K+].[CH2:34](I)[CH3:35]>O>[F:22][CH:2]([F:1])[C:3]([NH:5][CH2:6][CH2:7][C:8]1[C:16]2[C:11](=[CH:12][CH:13]=[C:14]([O:17][CH2:34][CH3:35])[CH:15]=2)[NH:10][C:9]=1[C:18]([NH:20][CH3:21])=[O:19])=[O:4] |f:2.3.4|. Procedure details: To a mixture of 3-{2-[(difluoroacetyl)amino]ethyl}-5-hydroxy-N-methyl-1H-indole-2-carboxamide (102 mg) and N,N-dimethyl formamide (3.00 mL) were added potassium carbonate (55.2 mg) and ethyl iodide (0.0318 mL), followed by stirring at room temperature for 2 hours, then warming to 60° C., and stirring overnight. To this mixture was added water, followed by extraction with ethyl acetate, and the organic layer was washed with saturated brine and subsequently dried over anhydrous sodium sulfate. The... Reactants: COc1ccccc1Oc1cccnc1Cl, Cl, Cl, O, c1ccncc1, c1ccncc1. Product: Cl, c1ccc2c(c1)Oc1cccnc1O2, c1ccncc1. As a reaction SMILES: [Cl:15][c:16]1[n:17][cH:18][cH:19][cH:20][c:21]1[O:22][c:23]1[c:24]([O:29][CH3:30])[cH:25][cH:26][cH:27][cH:28]1.[ClH:7].[ClH:8].[OH2:31].[cH:1]1[cH:2][cH:3][n:4][cH:5][cH:6]1.[n:9]1[cH:10][cH:11][cH:12][cH:13][cH:14]1>>[ClH:15].[c:16]12[n:17][cH:18][cH:19][cH:20][c:21]1[O:22][c:23]1[c:24]([cH:25][cH:26][cH:27][cH:28]1)[O:29]2.[cH:1]1[cH:2][cH:3][n:4][cH:5][cH:6]1.